Task: describe an organic reaction: reactants, conditions, products, and yield. Dataset: the Open Reaction Database (ORD), a public repository of structured organic reaction records The reactants are COCC=1C=C(C(=O)O)C=CC1N1C(CCCC1)C (3-(methoxymethyl)-4-(2-methylpiperidin-1-yl)benzoic acid), NC(C=1C=C(COCCC(=O)OC(C)(C)C)C=CC1)=NO (tert-butyl 3-({3-[amino(hydroxyimino)methyl]benzyl}oxy)propanoate). The product is COCC=1C=C(C=CC1N1C(CCCC1)C)C1=NC(=NO1)C=1C=C(COCCC(=O)OC(C)(C)C)C=CC1 (Tert-butyl 3-[(3-{5-[3-(methoxymethyl)-4-(2-methylpiperidin-1-yl)phenyl]-1,2,4-oxadiazol-3-yl}benzyl)oxy]propanoate), title compound. Reaction SMILES: [CH3:1][O:2][CH2:3][C:4]1[CH:5]=[C:6]([CH:10]=[CH:11][C:12]=1[N:13]1[CH2:18][CH2:17][CH2:16][CH2:15][CH:14]1[CH3:19])[C:7]([OH:9])=O.[NH2:20][C:21](=[N:39]O)[C:22]1[CH:23]=[C:24]([CH:36]=[CH:37][CH:38]=1)[CH2:25][O:26][CH2:27][CH2:28][C:29]([O:31][C:32]([CH3:35])([CH3:34])[CH3:33])=[O:30]>>[CH3:1][O:2][CH2:3][C:4]1[CH:5]=[C:6]([C:7]2[O:9][N:39]=[C:21]([C:22]3[CH:23]=[C:24]([CH:36]=[CH:37][CH:38]=3)[CH2:25][O:26][CH2:27][CH2:28][C:29]([O:31][C:32]([CH3:35])([CH3:33])[CH3:34])=[O:30])[N:20]=2)[CH:10]=[CH:11][C:12]=1[N:13]1[CH2:18][CH2:17][CH2:16][CH2:15][CH:14]1[CH3:19]. Procedure details: Tert-butyl 3-[(3-{5-[3-(methoxymethyl)-4-(2-methylpiperidin-1-yl)phenyl]-1,2,4-oxadiazol-3-yl}benzyl)oxy]propanoate was prepared following the general procedure 3 starting from Intermediate 2 and Intermediate 20. It was hydrolyzed following general procedure 8 to afford the title compound as a pale yellow powder. 1H NMR (DMSO-d6, 300 MHz) δ 8.19 (m, 1H), 8.06 (m, 3H), 7.57 (m, 2H), 7.39 (m, 1H), 4.60 (s, 2H), 4.57 (m, 2H), 3.70 (t, J=6.2 Hz, 2H), 3.42 (s, 3H), 3.24 (m, 1H), 3.03 (m, 1H), 2.63 (m... Reactants: Brc1cccc2cc[nH]c12, CC(C)(C)OC(=O)N1CCC(=O)CC1, C1CCNC1, CCO. Yields the product CC(C)(C)OC(=O)N1CC=C(c2c[nH]c3c(Br)cccc23)CC1. RXN SMILES: [Br:1][c:2]1[cH:3][cH:4][cH:5][c:6]2[cH:7][cH:8][nH:9][c:10]12.[C:11]([CH3:12])([CH3:13])([CH3:14])[O:15][C:16](=[O:17])[N:18]1[CH2:19][CH2:20][C:21](=[O:24])[CH2:22][CH2:23]1.[CH2:25]1[CH2:26][NH:27][CH2:28][CH2:29]1.[CH3:30][CH2:31][OH:32]>>[Br:1][c:2]1[cH:3][cH:4][cH:5][c:6]2[c:7]([C:21]3=[CH:20][CH2:19][N:18]([C:16]([O:15][C:11]([CH3:12])([CH3:13])[CH3:14])=[O:17])[CH2:23][CH2:22]3)[cH:8][nH:9][c:10]12. The reactants are CCCc1nc2cc(CC(=O)OC)ccc2o1, CO, [K+], [OH-]. Product: CCCc1nc2cc(CC(=O)O)ccc2o1. RXN SMILES: [CH2:1]([CH2:2][CH3:3])[c:4]1[o:5][c:6]2[c:7]([n:8]1)[cH:9][c:10]([CH2:13][C:14](=[O:15])[O:16][CH3:17])[cH:11][cH:12]2.[CH3:20][OH:21].[K+:19].[OH-:18]>>[CH2:1]([CH2:2][CH3:3])[c:4]1[o:5][c:6]2[c:7]([n:8]1)[cH:9][c:10]([CH2:13][C:14](=[O:15])[OH:16])[cH:11][cH:12]2. The reactants are C(C)(C)(C)OC(=O)NC1(CCCC1)C(=O)OC (Methyl 1-[(tert-butoxycarbonyl)amino]cyclopentanecarboxylate), O.NN (hydrazine monohydrate). The solvent is CO (methanol). Product: C(C)(C)(C)OC(=O)NC1(CCCC1)C(=O)NN (1-[(tert-butoxycarbonyl)amino]cyclopentanecarbohydrazide). Reaction SMILES: [C:1]([O:5][C:6]([NH:8][C:9]1([C:14]([O:16]C)=O)[CH2:13][CH2:12][CH2:11][CH2:10]1)=[O:7])([CH3:4])([CH3:3])[CH3:2].O.[NH2:19][NH2:20]>CO>[C:1]([O:5][C:6]([NH:8][C:9]1([C:14]([NH:19][NH2:20])=[O:16])[CH2:13][CH2:12][CH2:11][CH2:10]1)=[O:7])([CH3:4])([CH3:3])[CH3:2] |f:1.2|. Reported procedure: Methyl 1-[(tert-butoxycarbonyl)amino]cyclopentanecarboxylate and hydrazine monohydrate were reacted in methanol under heating to obtain 1-[(tert-butoxycarbonyl)amino]cyclopentanecarbohydrazide. Reactants: ClCCCCC(=O)C=1OC2=C(C1C)C=C(C=C2)OC (5-chloro-1-(5-methoxy-3-methyl-1-benzofuran-2-yl)pentan-1-one), [I-].[Na+] (sodium iodide), C[O-].[Na+] (sodium methoxide). The solvent is CO (methanol). Reaction conditions: time 8 hour. Yields the product COCCCCC(=O)C=1OC2=C(C1C)C=C(C=C2)OC (5-methoxy-1-(5-methoxy-3-methyl-1-benzofuran-2-yl)pentan-1-one). Isolated yield 42.0%. Reaction SMILES: Cl[CH2:2][CH2:3][CH2:4][CH2:5][C:6]([C:8]1[O:9][C:10]2[CH:17]=[CH:16][C:15]([O:18][CH3:19])=[CH:14][C:11]=2[C:12]=1[CH3:13])=[O:7].[I-].[Na+].[CH3:22][O-:23].[Na+]>CO>[CH3:22][O:23][CH2:2][CH2:3][CH2:4][CH2:5][C:6]([C:8]1[O:9][C:10]2[CH:17]=[CH:16][C:15]([O:18][CH3:19])=[CH:14][C:11]=2[C:12]=1[CH3:13])=[O:7] |f:1.2,3.4|. Reported procedure: To a solution (20 mL) of 5-chloro-1-(5-methoxy-3-methyl-1-benzofuran-2-yl)pentan-1-one (1.93 g) synthesized in Example A120(1) in methanol were added sodium iodide (1.54 g) and sodium methoxide (1.86 g), and the mixture was stirred overnight with heating under reflux, and concentrated under reduced pressure. Water was added to the residue, and the mixture was extracted with ethyl acetate. The extract was washed with saturated brine, dried over magnesium sulfate, and concentrated under reduced pr... Starting materials: [Al+3], [Cl-], [Cl-], [Cl-], Clc1ccccc1, O=C(C(F)(F)F)C(F)(F)Cl, O. The product is OC(c1ccc(Cl)cc1)(C(F)(F)F)C(F)(F)Cl. As a reaction SMILES: [Al+3:19].[Cl-:18].[Cl-:20].[Cl-:21].[Cl:1][c:2]1[cH:3][cH:4][cH:5][cH:6][cH:7]1.[Cl:8][C:9]([C:10](=[O:11])[C:12]([F:13])([F:14])[F:15])([F:16])[F:17].[OH2:22]>>[Cl:1][c:2]1[cH:3][cH:4][c:5]([C:10]([C:9]([Cl:8])([F:16])[F:17])([OH:11])[C:12]([F:13])([F:14])[F:15])[cH:6][cH:7]1.